From a dataset of the Open Reaction Database (ORD), a public repository of structured organic reaction records. describe an organic reaction: reactants, conditions, products, and yield Starting materials: CCOC(=O)Cc1c(C(=O)OCC)c2cc(O)c(Cl)cc2n1-c1ccc(C(C)(C)C)cc1, CN(C)C(=O)c1ccc(Cl)nc1, [K+], [K+], O=C([O-])[O-], CN(C)C=O. Product: CCOC(=O)Cc1c(C(=O)OCC)c2cc(Oc3ccc(C(=O)N(C)C)cn3)c(Cl)cc2n1-c1ccc(C(C)(C)C)cc1. RXN SMILES: [CH2:1]([CH3:2])[O:3][C:4](=[O:5])[c:6]1[c:7]([CH2:27][C:28](=[O:29])[O:30][CH2:31][CH3:32])[n:8](-[c:17]2[cH:18][cH:19][c:20]([C:23]([CH3:24])([CH3:25])[CH3:26])[cH:21][cH:22]2)[c:9]2[cH:10][c:11]([Cl:16])[c:12]([OH:15])[cH:13][c:14]12.[Cl:33][c:34]1[n:35][cH:36][c:37]([C:38](=[O:39])[N:40]([CH3:41])[CH3:42])[cH:43][cH:44]1.[K+:45].[K+:46].[O-:47][C:48]([O-:49])=[O:50].[O:51]=[CH:52][N:53]([CH3:54])[CH3:55]>>[CH2:1]([CH3:2])[O:3][C:4](=[O:5])[c:6]1[c:7]([CH2:27][C:28](=[O:29])[O:30][CH2:31][CH3:32])[n:8](-[c:17]2[cH:18][cH:19][c:20]([C:23]([CH3:24])([CH3:25])[CH3:26])[cH:21][cH:22]2)[c:9]2[cH:10][c:11]([Cl:16])[c:12]([O:15][c:34]3[n:35][cH:36][c:37]([C:38](=[O:39])[N:40]([CH3:41])[CH3:42])[cH:43][cH:44]3)[cH:13][c:14]12.